Dataset: the Open Reaction Database (ORD), a public repository of structured organic reaction records. Task: describe an organic reaction: reactants, conditions, products, and yield Starting materials: Cl, CS(=O)(=O)Nc1c(F)cc(CN)cc1F, O=C(O)C=Cc1ccc(C(F)(F)F)nc1N1CCOCC1. Yields the product CS(=O)(=O)Nc1c(F)cc(CNC(=O)C=Cc2ccc(C(F)(F)F)nc2N2CCOCC2)cc1F. RXN SMILES: [ClH:16].[NH2:1][CH2:2][c:3]1[cH:4][c:5]([F:15])[c:6]([NH:10][S:11](=[O:12])(=[O:13])[CH3:14])[c:7]([F:9])[cH:8]1.[O:17]1[CH2:18][CH2:19][N:20]([c:23]2[n:24][c:25]([C:34]([F:35])([F:36])[F:37])[cH:26][cH:27][c:28]2[CH:29]=[CH:30][C:31](=[O:32])[OH:33])[CH2:21][CH2:22]1>>[NH:1]([CH2:2][c:3]1[cH:4][c:5]([F:15])[c:6]([NH:10][S:11](=[O:12])(=[O:13])[CH3:14])[c:7]([F:9])[cH:8]1)[C:31]([CH:30]=[CH:29][c:28]1[c:23]([N:20]2[CH2:19][CH2:18][O:17][CH2:22][CH2:21]2)[n:24][c:25]([C:34]([F:35])([F:36])[F:37])[cH:26][cH:27]1)=[O:32]. Starting materials: CC1=CC=C(S1)C=1C=CC=2NC3=CC=C(C=C3C2C1)C=1SC(=CC1)C (3,6-bis(5-methylthiophen-2-yl)carbazole), IC1=CC=C(C=C1)OC (4-iodoanisole), C([O-])([O-])=O.[K+].[K+] (potassium carbonate). The reagents and catalysts are [Cu] (copper). Run in C1(=CC=CC=C1)C (toluene). Run at temperature 100 celsius. The product is CC1=CC=C(S1)C=1C=CC=2N(C3=CC=C(C=C3C2C1)C=1SC(=CC1)C)C1=CC=C(C=C1)OC (3,6-bis(5-methylthiophen-2-yl)-9-(4-methoxyphenyl)carbazole). The yield is 42.1%. Reaction SMILES: [CH3:1][C:2]1[S:6][C:5]([C:7]2[CH:8]=[CH:9][C:10]3[NH:11][C:12]4[C:17]([C:18]=3[CH:19]=2)=[CH:16][C:15]([C:20]2[S:21][C:22]([CH3:25])=[CH:23][CH:24]=2)=[CH:14][CH:13]=4)=[CH:4][CH:3]=1.I[C:27]1[CH:32]=[CH:31][C:30]([O:33][CH3:34])=[CH:29][CH:28]=1.C(=O)([O-])[O-].[K+].[K+]>[Cu].C1(C)C=CC=CC=1>[CH3:1][C:2]1[S:6][C:5]([C:7]2[CH:8]=[CH:9][C:10]3[N:11]([C:27]4[CH:32]=[CH:31][C:30]([O:33][CH3:34])=[CH:29][CH:28]=4)[C:12]4[C:17]([C:18]=3[CH:19]=2)=[CH:16][C:15]([C:20]2[S:21][C:22]([CH3:25])=[CH:23][CH:24]=2)=[CH:14][CH:13]=4)=[CH:4][CH:3]=1 |f:2.3.4|. Procedure: The obtained 3,6-bis(5-methylthiophen-2-yl)carbazole (8.07 g, 22.4 mmol), 4-iodoanisole (21.00 g, 89.7 mmol), copper powder (0.71 g) and potassium carbonate (12.40 g) were mixed together. The mixture was refluxed in a nitrogen atmosphere for 6 hours and cooled to 100° C. Next, toluene (80 mL) was added thereto, and the resultant mixture was filtrated using a filtration aid to remove insoluble matter. Thereafter, the solvent was evaporated under reduced pressure. The residue was dissolved in meth... Starting materials: C1(CCCCC1)NC1CCCCC1 (dicyclohexylamine), C(C1=CC=CC=C1)OC(=O)N1[C@@H](CCC1=O)C(=O)O (N-benzyloxycarbonyl-(L)-pyroglutamic acid), S(=O)(Cl)Cl (thionyl chloride). The solvent is C1(=CC=CC=C1)C (toluene). Reaction conditions: temperature 60 celsius. Product: C(C1=CC=CC=C1)OC(=O)N1[C@@H](CCC1=O)C(=O)Cl (N-benzyloxycarbonyl-(L)-pyroglutamic acid chloride). Reaction SMILES: C1(NC2CCCCC2)CCCCC1.[CH2:14]([O:21][C:22]([N:24]1[C:28](=[O:29])[CH2:27][CH2:26][C@H:25]1[C:30]([OH:32])=O)=[O:23])[C:15]1[CH:20]=[CH:19][CH:18]=[CH:17][CH:16]=1.S(Cl)([Cl:35])=O>C1(C)C=CC=CC=1>[CH2:14]([O:21][C:22]([N:24]1[C:28](=[O:29])[CH2:27][CH2:26][C@H:25]1[C:30]([Cl:35])=[O:32])=[O:23])[C:15]1[CH:20]=[CH:19][CH:18]=[CH:17][CH:16]=1. Reported procedure: 50 g (0.113 mol) of the previously obtained dicyclohexylamine salt of N-benzyloxycarbonyl-(L)-pyroglutamic acid are mixed to a paste with 1 liter of toluene, 110 ml of thionyl chloride are run in dropwise and the temperature is then raised to 60° C. for 2 hours. The mixture is cooled and filtered, the filtrate is evaporated and the residue is taken up several times with benzene. The acid chloride finally crystallizes from petroleum ether with a practically quantitative yield. Melting point=65°-7... Reactants: OCCOC1=C(C(=C(C=C1)C1=CC=C(C=C1)C(=O)O)C)C (4′-(2-hydroxyethoxy)-2′,3′-dimethylbiphenyl-4-carboxylic acid), C(C1=CC=CC=C1)Br (benzyl bromide), C([O-])([O-])=O.[K+].[K+] (potassium carbonate). The solvent is CN(C=O)C (N,N-dimethylformamide). Conditions: time 8 hour. Product: OCCOC1=C(C(=C(C=C1)C1=CC=C(C=C1)C(=O)OCC1=CC=CC=C1)C)C (Benzyl 4′-(2-hydroxyethoxy)-2′,3′-dimethylbiphenyl-4-carboxylate). As a reaction SMILES: [OH:1][CH2:2][CH2:3][O:4][C:5]1[CH:10]=[CH:9][C:8]([C:11]2[CH:16]=[CH:15][C:14]([C:17]([OH:19])=[O:18])=[CH:13][CH:12]=2)=[C:7]([CH3:20])[C:6]=1[CH3:21].[CH2:22](Br)[C:23]1[CH:28]=[CH:27][CH:26]=[CH:25][CH:24]=1.C(=O)([O-])[O-].[K+].[K+]>CN(C)C=O>[OH:1][CH2:2][CH2:3][O:4][C:5]1[CH:10]=[CH:9][C:8]([C:11]2[CH:16]=[CH:15][C:14]([C:17]([O:19][CH2:22][C:23]3[CH:28]=[CH:27][CH:26]=[CH:25][CH:24]=3)=[O:18])=[CH:13][CH:12]=2)=[C:7]([CH3:20])[C:6]=1[CH3:21] |f:2.3.4|. Procedure details: A mixture of 2-(4-bromo-2,3-dimethylphenoxy)ethanol (0.531 g), 4-carboxyphenylboronic acid (0.360 g), tetrakis-(triphenylphosphine)palladium(0) (0.125 g), cesium fluoride (1.645 g), water (2 mL), ethanol (2 mL) and 1,4-dioxane (8 mL) was stirred at 80° C. for 3 hrs. Water was added to the reaction mixture, and the mixture was extracted with ethyl acetate. The organic layer was washed successively with water and brine, and dried over magnesium sulfate. The solvent was evaporated under reduced pre... The reactants are OC1=NC(=NC=C1C(=O)OCC)N1CCC2=CC=CC=C12 (ethyl 4-hydroxy-2-(2,3-dihydro-1H-indol-1-yl)-5-pyrimidinecarboxylate), C([O-])([O-])=O.[K+].[K+] (potassium carbonate), FC1=CC=C(CBr)C=C1 (4-fluorobenzylbromide), O (water). The solvent is CN(C=O)C (N,N-dimethylformamide). Run at temperature 80 celsius, time 18 hour. Yields the product N1(CCC2=CC=CC=C12)C1=NC=C(C(=N1)OCC1=CC=C(C=C1)F)C(=O)OCC (ethyl 2-(2,3-dihydro-1H-indol-1-yl)-4-[(4-fluorobenzyl)oxy]-5-pyrimidinecarboxylate). Isolated yield 79.2%. RXN SMILES: [OH:1][C:2]1[C:7]([C:8]([O:10][CH2:11][CH3:12])=[O:9])=[CH:6][N:5]=[C:4]([N:13]2[C:21]3[C:16](=[CH:17][CH:18]=[CH:19][CH:20]=3)[CH2:15][CH2:14]2)[N:3]=1.C(=O)([O-])[O-].[K+].[K+].[F:28][C:29]1[CH:36]=[CH:35][C:32]([CH2:33]Br)=[CH:31][CH:30]=1.O>CN(C)C=O>[N:13]1([C:4]2[N:3]=[C:2]([O:1][CH2:33][C:32]3[CH:35]=[CH:36][C:29]([F:28])=[CH:30][CH:31]=3)[C:7]([C:8]([O:10][CH2:11][CH3:12])=[O:9])=[CH:6][N:5]=2)[C:21]2[C:16](=[CH:17][CH:18]=[CH:19][CH:20]=2)[CH2:15][CH2:14]1 |f:1.2.3|. Procedure details: To a solution of ethyl 4-hydroxy-2-(2,3-dihydro-1H-indol-1-yl)-5-pyrimidinecarboxylate (7.1 g, 27.6 mmol) in N,N-dimethylformamide (100 ml) were added potassium carbonate (7.8 g, 60 mmol) and 4-fluorobenzylbromide (3.74 ml, 30 mmol) and the mixture was stirred at 80° C. for 18 h. The reaction mixture was allowed to cool to room temperature and water was added. The precipitated crystals were collected by filtration, washed several times with cold water and cold ether and dried to give the title c... Reactants: CC(=O)O, Cl, COC(=O)c1cn2c3c(c(F)ccc3c1=O)CCN2C, O. Product: CN1CCc2c(F)ccc3c(=O)c(C(=O)O)cn1c23. RXN SMILES: [CH3:22][C:23](=[O:24])[OH:25].[ClH:21].[F:1][c:2]1[c:3]2[c:8]3[n:7]([cH:14][c:13]([C:15](=[O:16])[O:17][CH3:18])[c:12](=[O:19])[c:9]3[cH:10][cH:11]1)[N:6]([CH3:20])[CH2:5][CH2:4]2.[OH2:26]>>[F:1][c:2]1[c:3]2[c:8]3[n:7]([cH:14][c:13]([C:15](=[O:16])[OH:17])[c:12](=[O:19])[c:9]3[cH:10][cH:11]1)[N:6]([CH3:20])[CH2:5][CH2:4]2. The reactants are C=CC=CC(=O)O, CCN=C=NCCCN(C)C, Cl, Nc1cc2c(Nc3cccc(Br)c3)ncnc2cn1, c1ccncc1. The product is C=CC=CC(=O)Nc1cc2c(Nc3cccc(Br)c3)ncnc2cn1. As a reaction SMILES: [C:20]([CH:21]=[CH:22][CH:23]=[CH2:24])(=[O:25])[OH:26].[CH3:28][N:29]([CH3:30])[CH2:31][CH2:32][CH2:33][N:34]=[C:35]=[N:36][CH2:37][CH3:38].[ClH:27].[NH2:1][c:2]1[cH:3][c:4]2[c:5]([n:6][cH:7][n:8][c:9]2[NH:10][c:11]2[cH:12][c:13]([Br:17])[cH:14][cH:15][cH:16]2)[cH:18][n:19]1.[cH:39]1[cH:40][cH:41][n:42][cH:43][cH:44]1>>[NH:1]([c:2]1[cH:3][c:4]2[c:5]([n:6][cH:7][n:8][c:9]2[NH:10][c:11]2[cH:12][c:13]([Br:17])[cH:14][cH:15][cH:16]2)[cH:18][n:19]1)[C:20]([CH:21]=[CH:22][CH:23]=[CH2:24])=[O:25].